describe an organic reaction: reactants, conditions, products, and yield From a dataset of the Open Reaction Database (ORD), a public repository of structured organic reaction records. Reactants: [BH3-]C#N, CC(=O)O, CO, [Na+], O=C1CCCc2cccnc21, CCCN(CCC)CCCCN(C)Cc1ccc(CNCc2ncc[nH]2)cc1. Product: CCCN(CCC)CCCCN(C)Cc1ccc(CN(Cc2ncc[nH]2)C2CCCc3cccnc32)cc1. As a reaction SMILES: [C:40]([BH3-:41])#[N:42].[CH3:44][C:45](=[O:46])[OH:47].[CH3:48][OH:49].[Na+:43].[n:29]1[cH:30][cH:31][cH:32][c:33]2[c:38]1[C:37](=[O:39])[CH2:36][CH2:35][CH2:34]2.[nH:1]1[c:2]([CH2:6][NH:7][CH2:8][c:9]2[cH:10][cH:11][c:12]([CH2:13][N:14]([CH2:15][CH2:16][CH2:17][CH2:18][N:19]([CH2:20][CH2:21][CH3:22])[CH2:23][CH2:24][CH3:25])[CH3:26])[cH:27][cH:28]2)[n:3][cH:4][cH:5]1>>[nH:1]1[c:2]([CH2:6][N:7]([CH2:8][c:9]2[cH:10][cH:11][c:12]([CH2:13][N:14]([CH2:15][CH2:16][CH2:17][CH2:18][N:19]([CH2:20][CH2:21][CH3:22])[CH2:23][CH2:24][CH3:25])[CH3:26])[cH:27][cH:28]2)[CH:37]2[CH2:36][CH2:35][CH2:34][c:33]3[cH:32][cH:31][cH:30][n:29][c:38]32)[n:3][cH:4][cH:5]1. Reactants: CC(=O)O, CC(C)(C)OC(=O)c1ccsc1N, O=C=Nc1ccc(Oc2ccccc2)cc1, O, c1ccncc1. The product is CC(C)(C)OC(=O)c1ccsc1NC(=O)Nc1ccc(Oc2ccccc2)cc1. Reaction SMILES: [CH3:31][C:32](=[O:33])[OH:34].[NH2:1][c:2]1[s:3][cH:4][cH:5][c:6]1[C:7](=[O:8])[O:9][C:10]([CH3:11])([CH3:12])[CH3:13].[O:14]([c:15]1[cH:16][cH:17][cH:18][cH:19][cH:20]1)[c:21]1[cH:22][cH:23][c:24]([N:27]=[C:28]=[O:29])[cH:25][cH:26]1.[OH2:30].[cH:35]1[cH:36][cH:37][n:38][cH:39][cH:40]1>>[NH:1]([c:2]1[s:3][cH:4][cH:5][c:6]1[C:7](=[O:8])[O:9][C:10]([CH3:11])([CH3:12])[CH3:13])[C:28]([NH:27][c:24]1[cH:23][cH:22][c:21]([O:14][c:15]2[cH:16][cH:17][cH:18][cH:19][cH:20]2)[cH:26][cH:25]1)=[O:29]. Procedure: N-(5-Hydroxycarbonylpyridin-2-yl)-5-(5,6-dimethoxy-3-methyl-1,4-benzoquinon-2-yl)methyl-2-acetoxybenzamide (0.085 g, 0.172 mmol) was dissolved in methanol (6 ml) and after adding thereto an aqueous saturated sodium hydrogencarbonate solution (2 ml), the solution was stirred at room temperature for 3 hours. After the completion of reaction, the reaction solution was diluted with a 2N hydrochloric acid solution and the aqueous layer was rendered acidic (pH=3 to 4) and then extracted with ethyl ace... The solvent is CO (methanol), Cl (hydrochloric acid). Isolated yield 79.7%. Starting materials: OC(=O)C=1C=CC(=NC1)NC(C1=C(C=CC(=C1)CC=1C(C(=C(C(C1C)=O)OC)OC)=O)OC(C)=O)=O (N-(5-Hydroxycarbonylpyridin-2-yl)-5-(5,6-dimethoxy-3-methyl-1,4-benzoquinon-2-yl)methyl-2-acetoxybenzamide), C(O)([O-])=O.[Na+] (sodium hydrogencarbonate). The product is OC(=O)C=1C=CC(=NC1)NC(C1=C(C=CC(=C1)CC=1C(C(=C(C(C1C)=O)OC)OC)=O)O)=O (N-(5-Hydroxycarbonylpyridin-2-yl)-5-(5,6-dimethoxy-3-methyl-1,4-benzoquinon-2-yl)methyl-2-hydroxybenzamide). Reaction SMILES: [OH:1][C:2]([C:4]1[CH:5]=[CH:6][C:7]([NH:10][C:11](=[O:36])[C:12]2[CH:17]=[C:16]([CH2:18][C:19]3[C:20](=[O:31])[C:21]([O:29][CH3:30])=[C:22]([O:27][CH3:28])[C:23](=[O:26])[C:24]=3[CH3:25])[CH:15]=[CH:14][C:13]=2[O:32]C(=O)C)=[N:8][CH:9]=1)=[O:3].C(=O)([O-])O.[Na+]>CO.Cl>[OH:3][C:2]([C:4]1[CH:5]=[CH:6][C:7]([NH:10][C:11](=[O:36])[C:12]2[CH:17]=[C:16]([CH2:18][C:19]3[C:20](=[O:31])[C:21]([O:29][CH3:30])=[C:22]([O:27][CH3:28])[C:23](=[O:26])[C:24]=3[CH3:25])[CH:15]=[CH:14][C:13]=2[OH:32])=[N:8][CH:9]=1)=[O:1] |f:1.2|. Reactants: OC1=CC2=CC=C(C=C2C=C1)O (2,6-dihydroxynaphthalene), [H-].[Na+] (NaH), FC1=C(CBr)C=CC=C1 (2-fluorobenzyl bromide), Cl (HCl). Solvent: CN(C)C=O (DMF), CCOCC (Et2O). Reaction conditions: time 2 hour. Product: FC1=C(COC=2C=C3C=CC(=CC3=CC2)O)C=CC=C1 (6-(2-Fluorobezyloxy)-2-naphthol). Yield: 53.5%. As a reaction SMILES: [OH:1][C:2]1[CH:11]=[CH:10][C:9]2[C:4](=[CH:5][CH:6]=[C:7]([OH:12])[CH:8]=2)[CH:3]=1.[H-].[Na+].[F:15][C:16]1[CH:23]=[CH:22][CH:21]=[CH:20][C:17]=1[CH2:18]Br.Cl>CN(C=O)C.CCOCC>[F:15][C:16]1[CH:23]=[CH:22][CH:21]=[CH:20][C:17]=1[CH2:18][O:1][C:2]1[CH:3]=[C:4]2[C:9](=[CH:10][CH:11]=1)[CH:8]=[C:7]([OH:12])[CH:6]=[CH:5]2 |f:1.2|. Procedure details: A stirred solution of 15.0 g (94.0 mM) of 2,6-dihydroxynaphthalene in 60 mL of DMF was treated with 3.21 g (80.0 mM) of NaH under nitrogen. The resulting dark solution was treated dropwise with a solution of 5.94 g (31.0 mM) of 2-fluorobenzyl bromide in 20 mL of Et2O over 0.75 h. The mixture was stirred an additional 2 h then treated cautiously with 200 mL 1N HCl. The mixture was stirred 8 to 16 hours then filtered. The solid was washed thoroughly with water and dried. Flash chromatography produ...